This data is from the Open Reaction Database (ORD), a public repository of structured organic reaction records. The task is: describe an organic reaction: reactants, conditions, products, and yield Yields the product Cl.CN(C)C(C1C(CCCC1)(O)CC1=CC(=CC=C1)C(F)(F)F)C1=CSC=C1 (2-(dimethylaminothiophen-3-ylmethyl)-1-(3-trifluoromethylbenzyl)cyclohexanol hydrochloride). Reactants: Cl.CNC (dimethylamine hydrochloride), S1C=C(C=C1)C=O (thiophene-3-carbaldehyde), N1(CCCC1)C1=CCCCC1 (1-(pyrrolidino)-1-cyclohexene), CN(C)C(C1C(CCCC1)=O)C1=CSC=C1 (2-(dimethylaminothiophen-3-ylmethyl)cyclohexanone), ClCC=1C=C(C=CC1)C(F)(F)F (3-chloromethyl benzotrifluoride), Cl (hydrochloride). RXN SMILES: [CH3:1][N:2]([CH:4]([C:12]1[CH:16]=[CH:15][S:14][CH:13]=1)[CH:5]1[CH2:10][CH2:9][CH2:8][CH2:7][C:6]1=[O:11])[CH3:3].Cl.CNC.S1C=CC(C=O)=C1.N1(C2CCCCC=2)CCCC1.[Cl:39][CH2:40][C:41]1[CH:42]=[C:43]([C:47]([F:50])([F:49])[F:48])[CH:44]=[CH:45][CH:46]=1.Cl>>[ClH:39].[CH3:3][N:2]([CH:4]([C:12]1[CH:16]=[CH:15][S:14][CH:13]=1)[CH:5]1[CH2:10][CH2:9][CH2:8][CH2:7][C:6]1([CH2:40][C:41]1[CH:46]=[CH:45][CH:44]=[C:43]([C:47]([F:48])([F:49])[F:50])[CH:42]=1)[OH:11])[CH3:1] |f:1.2,7.8|. Procedure: In the manner described for Example 6, 2-(dimethylaminothiophen-3-ylmethyl)cyclohexanone was first prepared from dimethylamine hydrochloride, thiophene-3-carbaldehyde and 1-(pyrrolidino)-1-cyclohexene and then, by reaction with 3-chloromethyl benzotrifluoride in a Grignard reaction and subsequent precipitation of the hydrochloride, 2-(dimethylaminothiophen-3-ylmethyl)-1-(3-trifluoromethylbenzyl)cyclohexanol hydrochloride was obtained. Starting materials: FC=1C=C(C(=O)O)C=CC1[N+](=O)[O-] (3-fluoro-4-nitrobenzoic acid), CO (methanol). Run at time 18 hour. Yields the product COC(C1=CC(=C(C=C1)[N+](=O)[O-])F)=O (3-Fluoro-4-nitrobenzoic acid methyl ester). Reaction SMILES: [F:1][C:2]1[CH:3]=[C:4]([CH:8]=[CH:9][C:10]=1[N+:11]([O-:13])=[O:12])[C:5]([OH:7])=[O:6].[CH3:14]O>>[CH3:14][O:6][C:5](=[O:7])[C:4]1[CH:8]=[CH:9][C:10]([N+:11]([O-:13])=[O:12])=[C:2]([F:1])[CH:3]=1. Procedure details: A 1 L round bottom flask equipped with a stir bar and reflux condenser was charged 5H2SO4 (4 mL), methanol (400 mL) and 3-fluoro-4-nitrobenzoic acid (10 g). The reaction mixture was heated at reflux temperatures with vigorous stirring for 18 h. The methanol was removed and the crude residue was triturated with hexane and concentrated to give a colorless solid (9.79 g) that was used without further purification. The reactants are CCOc1ccc(C2(O)CCC(N3CC(NC(=O)CNc4nn(C(=O)NC(C)(C)C)c5ccc(C(F)(F)F)cc45)C3)CC2)cn1, O=C(O)C(F)(F)F. Yields the product CCOc1ccc(C2(O)CCC(N3CC(NC(=O)CNc4nn(C(N)=O)c5ccc(C(F)(F)F)cc45)C3)CC2)cn1. As a reaction SMILES: [C:1]([CH3:2])([CH3:3])([CH3:4])[NH:5][C:6](=[O:7])[n:8]1[n:9][c:10]([NH:21][CH2:22][C:23]([NH:24][CH:25]2[CH2:26][N:27]([CH:29]3[CH2:30][CH2:31][C:32]([OH:35])([c:36]4[cH:37][n:38][c:39]([O:42][CH2:43][CH3:44])[cH:40][cH:41]4)[CH2:33][CH2:34]3)[CH2:28]2)=[O:45])[c:11]2[cH:12][c:13]([C:17]([F:18])([F:19])[F:20])[cH:14][cH:15][c:16]12.[F:46][C:47]([F:48])([F:49])[C:50]([OH:51])=[O:52]>>[NH2:5][C:6](=[O:7])[n:8]1[n:9][c:10]([NH:21][CH2:22][C:23]([NH:24][CH:25]2[CH2:26][N:27]([CH:29]3[CH2:30][CH2:31][C:32]([OH:35])([c:36]4[cH:37][n:38][c:39]([O:42][CH2:43][CH3:44])[cH:40][cH:41]4)[CH2:33][CH2:34]3)[CH2:28]2)=[O:45])[c:11]2[cH:12][c:13]([C:17]([F:18])([F:19])[F:20])[cH:14][cH:15][c:16]12. Reactants: [N+](=O)([O-])C1=CC=CC=C1 (Nitrobenzene), CC(=O)C (acetone). Product: C(C)(=O)C1=C(C=CC=C1)C1=CC(=CC=C1)C1=CC=CC=C1 (acetyl m-terphenyl). RXN SMILES: [N+]([C:4]1[CH:9]=[CH:8][CH:7]=[CH:6][CH:5]=1)([O-])=O.[CH3:10][C:11]([CH3:13])=[O:12]>>[C:11]([C:13]1[CH:8]=[CH:9][CH:4]=[CH:5][C:6]=1[C:4]1[CH:9]=[CH:8][CH:7]=[C:6]([C:4]2[CH:9]=[CH:8][CH:7]=[CH:6][CH:5]=2)[CH:5]=1)(=[O:12])[CH3:10]. Procedure: Nitrobenzene is stripped with steam and the solid residue is dissolved into acetone. After filtration and the acetone evaporation, 400 g of crude product is obtained. Starting materials: OC=1C=C(C=O)C=CC1 (3-hydroxybenzaldehyde), CO3, Cl.CN(CCCl)C (2-dimethylaminoethylchloride hydrochloride). Solvent: CN(C)C=O (DMF). Reaction conditions: time 8 hour. Product: CN(CCOC=1C=C(C=O)C=CC1)C (3-[2-(dimethylamino)ethoxy]benzaldehyde). Yield: 16.6%. RXN SMILES: [OH:1][C:2]1[CH:3]=[C:4]([CH:7]=[CH:8][CH:9]=1)[CH:5]=[O:6].Cl.[CH3:11][N:12]([CH3:16])[CH2:13][CH2:14]Cl>CN(C=O)C>[CH3:11][N:12]([CH3:16])[CH2:13][CH2:14][O:1][C:2]1[CH:3]=[C:4]([CH:7]=[CH:8][CH:9]=1)[CH:5]=[O:6] |f:1.2|. Procedure details: To a mixture of 3-hydroxybenzaldehyde (5.44 g, 44.55 mmol), K2 CO3 (13.6 g) and DMF (50 ml) was added in portions 2-dimethylaminoethylchloride hydrochloride (7.1 g). The reaction mixture was stirred at room temperature overnight, filtered and the filtrate was stripped. The residue was diluted with 1N HCl (300 ml), and extracted with ether, and the ether layer was dried over MgSO4 and stripped. The acidic aqueous layer was cooled and then treated with 8N NaOH till basic, then it was extracted wit... Reactants: Cl.Cl.N1C=C(C2=CC=CC=C12)C1CCC(CC1)NC(C(=O)N)C1CCNCC1 (2-[4-(1H-Indol-3-yl)-cyclohexylamino]-2-piperidin-4-yl-acetamide dihydrochloride), CC1(OC2=C(C1)C=C(C=C2)/C=C/C(=O)O)C ((2E)-3-(2,2-dimethyl-2,3-dihydro-1-benzofuran-5-yl)prop-2-enoic acid). Yields the product N1C=C(C2=CC=CC=C12)C1CCC(CC1)NC(C(=O)N)C1CCN(CC1)C(\C=C\C=1C=CC2=C(CC(O2)(C)C)C1)=O (2-[4-(1H-indol-3-yl)-cyclohexylamino]-2-{1-[(2E)-3-(2,2-dimethyl-2,3-dihydro-1-benzofuran-5-yl)prop-2-enoyl]piperidin-4-yl}acetamide). RXN SMILES: Cl.Cl.[NH:3]1[C:11]2[C:6](=[CH:7][CH:8]=[CH:9][CH:10]=2)[C:5]([CH:12]2[CH2:17][CH2:16][CH:15]([NH:18][CH:19]([CH:23]3[CH2:28][CH2:27][NH:26][CH2:25][CH2:24]3)[C:20]([NH2:22])=[O:21])[CH2:14][CH2:13]2)=[CH:4]1.[CH3:29][C:30]1([CH3:44])[CH2:34][C:33]2[CH:35]=[C:36](/[CH:39]=[CH:40]/[C:41](O)=[O:42])[CH:37]=[CH:38][C:32]=2[O:31]1>>[NH:3]1[C:11]2[C:6](=[CH:7][CH:8]=[CH:9][CH:10]=2)[C:5]([CH:12]2[CH2:17][CH2:16][CH:15]([NH:18][CH:19]([CH:23]3[CH2:24][CH2:25][N:26]([C:41](=[O:42])/[CH:40]=[CH:39]/[C:36]4[CH:37]=[CH:38][C:32]5[O:31][C:30]([CH3:29])([CH3:44])[CH2:34][C:33]=5[CH:35]=4)[CH2:27][CH2:28]3)[C:20]([NH2:22])=[O:21])[CH2:14][CH2:13]2)=[CH:4]1 |f:0.1.2|. Procedure details: The title compound was prepared from the product of Example 1, step J, and (2E)-3-(2,2-dimethyl-2,3-dihydro-1-benzofuran-5-yl)prop-2-enoic acid, by the method of Example 1, step K, giving a yellow solid that was a mixture of cyclohexyl diastereomers by LCMS. Mass spectrum (LCMS, ESI pos.) calcd. for C33H40N4O3: 541 (M+H). Found: 541 Starting materials: FC(S(=O)(=O)O[Si](C)(C)C)(F)F (trimethylsilyl trifluoromethanesulfonate), C(CC)(=O)O[C@H]1[C@H](OC(CC)=O)[C@@H](OC(CC)=O)[C@H](O1)[C@H](OC(CC)=O)COC(CC)=O (1,2,3,5,6-penta-O-propanoyl-β-D-glucofuranose), N1C(=O)NC(=O)C=C1 (uracil), C/C(=N\[Si](C)(C)C)/O[Si](C)(C)C (N,O-bis(trimethylsilyl)acetamide). Run in CC#N (CH3CN). Reaction conditions: temperature 60 celsius. The product is C(CC)(=O)O[C@H]1[C@@H](O[C@@H]([C@@H]1OC(CC)=O)[C@H](OC(CC)=O)COC(CC)=O)N1C(=O)NC(=O)C=C1 (1-(2,3,5,6-tetra-O-propanoyl-β-D-glucofuranosyl)uracil). Yield: 98.0%. Reaction SMILES: C(O[C@@H:6]1[O:20][C@H:19]([C@@H:21]([CH2:27][O:28][C:29](=[O:32])[CH2:30][CH3:31])[O:22][C:23](=[O:26])[CH2:24][CH3:25])[C@H:13]([O:14][C:15](=[O:18])[CH2:16][CH3:17])[C@H:7]1[O:8][C:9](=[O:12])[CH2:10][CH3:11])(=O)CC.[NH:33]1[CH:40]=[CH:39][C:37](=[O:38])[NH:36][C:34]1=[O:35].C/C(/O[Si](C)(C)C)=N\[Si](C)(C)C.FC(F)(F)S(O[Si](C)(C)C)(=O)=O>CC#N>[C:9]([O:8][C@@H:7]1[C@@H:13]([O:14][C:15](=[O:18])[CH2:16][CH3:17])[C@@H:19]([C@@H:21]([CH2:27][O:28][C:29](=[O:32])[CH2:30][CH3:31])[O:22][C:23](=[O:26])[CH2:24][CH3:25])[O:20][C@H:6]1[N:33]1[CH:40]=[CH:39][C:37](=[O:38])[NH:36][C:34]1=[O:35])(=[O:12])[CH2:10][CH3:11]. Procedure details: To a suspension of 1,2,3,5,6-penta-O-propanoyl-β-D-glucofuranose (2.0 g, 4.3 mmol) and uracil (730 mg, 6.5 mmol) in CH3CN (30 mL) was added N,O-bis(trimethylsilyl)acetamide (6.4 mL, 26.1 mmol) dropwise. The mixture was heated at 60° C. for 1 h by which time the suspension had dissolved. The mixture was cooled to 0° C. and trimethylsilyl trifluoromethanesulfonate (1.6 mL, 8.7 mmol) was added dropwise. After 5 h reflux, the solution was concentrated in vacuo to half the volume and cooled in an ice...